This data is from the Open Reaction Database (ORD), a public repository of structured organic reaction records. The task is: describe an organic reaction: reactants, conditions, products, and yield Reactants: S(O)(O)(=O)=O (sulfuric acid), BrCCCCCCCC(=O)O (8-bromooctanoic acid), NC(=S)N (thiourea), [OH-].[Na+] (sodium hydroxide). Run in O (water). The product is SCCCCCCCC(=O)O (8-mercaptooctanoic acid). Isolated yield 63.8%. As a reaction SMILES: Br[CH2:2][CH2:3][CH2:4][CH2:5][CH2:6][CH2:7][CH2:8][C:9]([OH:11])=[O:10].NC(N)=[S:14].[OH-].[Na+].S(=O)(=O)(O)O>O>[SH:14][CH2:2][CH2:3][CH2:4][CH2:5][CH2:6][CH2:7][CH2:8][C:9]([OH:11])=[O:10] |f:2.3|. Procedure details: 5.0 g 8-bromooctanoic acid (22.4 mmol), 2.24 g thiourea (29.4 mmol) and 22 ml water were placed in a round botton flask, and the mixture was refluxed for 3 hours. 15.1 ml 3M sodium hydroxide was then added and the mixture was refluxed for one additional hour. The reaction mixture was cooled in an ice bath, and dilute sulfuric acid was added dropwise until the solution had a pH of about 2. The cloudy solution was then extracted with ether (2×25 ml), dried over anhydrous MgSO4, and concentrated un... Starting materials: BrCc1ccccc1, [K+], [K+], O=C([O-])[O-], CN(C)C=O, O, O=[N+]([O-])c1ccccc1O. Yields the product O=[N+]([O-])c1ccccc1OCc1ccccc1. Reaction SMILES: [Br:17][CH2:18][c:19]1[cH:20][cH:21][cH:22][cH:23][cH:24]1.[K+:11].[K+:12].[O-:13][C:14]([O-:15])=[O:16].[O:25]=[CH:26][N:27]([CH3:28])[CH3:29].[OH2:30].[OH:1][c:2]1[cH:3][cH:4][cH:5][cH:6][c:7]1[N+:8]([O-:9])=[O:10]>>[O:1]([c:2]1[cH:3][cH:4][cH:5][cH:6][c:7]1[N+:8]([O-:9])=[O:10])[CH2:18][c:19]1[cH:20][cH:21][cH:22][cH:23][cH:24]1. Reactants: C(CN(CC(=O)O)CC(=O)[O-])N(CC(=O)O)CC(=O)[O-].[Na+].[Na+] (disodium EDTA dihydrate), C([O-])([O-])=O.[Na+].[Na+] (sodium carbonate), EA-5. The reagents and catalysts are [Ag] (silver), [Ag] (silver), [Ag] (Silver). Product: C(CN(CC(=O)O)CC(=O)O)N(CC(=O)O)CC(=O)O (Disodium EDTA). RXN SMILES: [CH2:1]([N:12]([CH2:17][C:18]([O-:20])=[O:19])[CH2:13][C:14]([OH:16])=[O:15])[CH2:2][N:3]([CH2:8][C:9]([O-:11])=[O:10])[CH2:4][C:5]([OH:7])=[O:6].[Na+].[Na+].C(=O)([O-])[O-].[Na+].[Na+]>[Ag]>[CH2:2]([N:3]([CH2:8][C:9]([OH:11])=[O:10])[CH2:4][C:5]([OH:7])=[O:6])[CH2:1][N:12]([CH2:17][C:18]([OH:20])=[O:19])[CH2:13][C:14]([OH:16])=[O:15] |f:0.1.2,3.4.5|. Reported procedure: An EA-5 fixer solution is treated in the silver recovery unit 200 shown in FIG. 2 which also incorporates a silver precipitating unit 80, according to U.S. Pat. No. 5,437,792 and described above. Silver precipitating unit 80 comprises a vessel 81 which receives untreated EA-5 fixer via line 250 at inlet 49 and is drawn via line 220 at outlet 39 to form a continuous stream of untreated EA-5 fixer flowing at a rate of 100 mls/minute. A solution of 15 g/l disodium EDTA dihydrate and 45 g/l sodium c... The reactants are N1(CCCC1)CCCN (3-pyrrolidin-1-yl-propylamine), C(C)OC(=O)C=1C(C2=C(N=C(N=C2)S(=O)(=O)C)N(C1)C1CCCCC1)=O (8-cyclohexyl-2-methanesulfonyl-5-oxo-5,8-dihydro-pyrido[2,3-d]pyrimidine-6-carboxylic acid ethyl ester). Yields the product C(C)OC(=O)C=1C(C2=C(N=C(N=C2)NCCCN2CCCC2)N(C1)C1CCCCC1)=O (8-Cyclohexyl-5-oxo-2-(3-pyrrolidin-1-yl-propylamino)-5,8-dihydro-pyrido[2,3-d]pyrimidine-6-carboxylic acid ethyl ester), solid. Isolated yield 85.0%. RXN SMILES: [N:1]1([CH2:6][CH2:7][CH2:8][NH2:9])[CH2:5][CH2:4][CH2:3][CH2:2]1.[CH2:10]([O:12][C:13]([C:15]1[C:16](=[O:35])[C:17]2[CH:22]=[N:21][C:20](S(C)(=O)=O)=[N:19][C:18]=2[N:27]([CH:29]2[CH2:34][CH2:33][CH2:32][CH2:31][CH2:30]2)[CH:28]=1)=[O:14])[CH3:11]>>[CH2:10]([O:12][C:13]([C:15]1[C:16](=[O:35])[C:17]2[CH:22]=[N:21][C:20]([NH:9][CH2:8][CH2:7][CH2:6][N:1]3[CH2:5][CH2:4][CH2:3][CH2:2]3)=[N:19][C:18]=2[N:27]([CH:29]2[CH2:34][CH2:33][CH2:32][CH2:31][CH2:30]2)[CH:28]=1)=[O:14])[CH3:11]. Procedure details: Using the procedure outlined in Example 28 Step F, the title compound was prepared from 3-pyrrolidin-1-yl-propylamine and 8-cyclohexyl-2-methanesulfonyl-5-oxo-5,8-dihydro-pyrido[2,3-d]pyrimidine-6-carboxylic acid ethyl ester (20 mg, 0.05 mmol). 8-Cyclohexyl-5-oxo-2-(3-pyrrolidin-1-yl-propylamino)-5,8-dihydro-pyrido[2,3-d]pyrimidine-6-carboxylic acid ethyl ester was obtained as a white solid (18 mg, 85%). Mass Spectrum (LCMS, ESI pos.) Calcd. For C23H33N5O3: 428.26 (M+H). Found: 428.3. The reactants are C(C)(C)(C)O[C@H](C(=O)O)C=1C(=C2C=CC(=NC2=CC1C)C1=CC=NN1)C1=CC=C(C=C1)Cl ((S)-2-tert-Butoxy-2-(5-(4-chlorophenyl)-7-methyl-2-(1H-pyrazol-5-yl)quinolin-6-yl)acetic acid), N1=CC=C(C=C1)B(O)O (pyridin-4-ylboronic acid). Reaction conditions: time 3 hour. The product is C(C)(C)(C)O[C@H](C(=O)O)C=1C(=C2C=CC(=NC2=CC1C)C1=CC=NC=C1)C1=CC=C(C=C1)Cl ((S)-2-tert-butoxy-2-(5-(4-chlorophenyl)-7-methyl-2-(pyridin-4-yl)quinolin-6-yl)acetic acid). RXN SMILES: [C:1]([O:5][C@@H:6]([C:10]1[C:11]([C:26]2[CH:31]=[CH:30][C:29]([Cl:32])=[CH:28][CH:27]=2)=[C:12]2[C:17](=[CH:18][C:19]=1[CH3:20])[N:16]=[C:15]([C:21]1N[N:24]=[CH:23][CH:22]=1)[CH:14]=[CH:13]2)[C:7]([OH:9])=[O:8])([CH3:4])([CH3:3])[CH3:2].N1C=CC(B(O)O)=[CH:35][CH:34]=1>>[C:1]([O:5][C@@H:6]([C:10]1[C:11]([C:26]2[CH:31]=[CH:30][C:29]([Cl:32])=[CH:28][CH:27]=2)=[C:12]2[C:17](=[CH:18][C:19]=1[CH3:20])[N:16]=[C:15]([C:21]1[CH:22]=[CH:23][N:24]=[CH:35][CH:34]=1)[CH:14]=[CH:13]2)[C:7]([OH:9])=[O:8])([CH3:4])([CH3:3])[CH3:2]. Procedure details: (S)-2-tert-Butoxy-2-(5-(4-chlorophenyl)-7-methyl-2-(pyridin-4-yl)quinolin-6-yl)acetic acid (73) was prepared following the procedure used for (S)-2-tert-butoxy-2-(5-(4-chlorophenyl)-7-methyl-2-(1H-pyrazol-5-yl)quinolin-6-yl)acetic acid of Example 70 except that pyridin-4-ylboronic acid was used instead of 1H-pyrazol-5-ylboronic acid and in the final step the reaction was stirred for 3 hours. The reactants are C(COCCOCCOCCO)O (tetraethylene glycol), Cl (HCl), [Na] (sodium), C(C=C)(=O)OC(C)(C)C (tert-butyl acrylate). Reagents/catalysts: [Na] (sodium). The solvent is C1CCOC1 (THF). The product is C(C)(C)(C)OC(CCOCCOCCOCCOCCO)=O (15-Hydroxy-4,7,10,13-tetraoxapentadecanoic Acid tert-Butyl Ester). Yield: 72.5%. Reaction SMILES: [CH2:1]([OH:13])[CH2:2][O:3][CH2:4][CH2:5][O:6][CH2:7][CH2:8][O:9][CH2:10][CH2:11][OH:12].[Na].[C:15]([O:19][C:20]([CH3:23])([CH3:22])[CH3:21])(=[O:18])[CH:16]=[CH2:17].Cl>[Na].C1COCC1>[C:20]([O:19][C:15](=[O:18])[CH2:16][CH2:17][O:12][CH2:11][CH2:10][O:9][CH2:8][CH2:7][O:6][CH2:5][CH2:4][O:3][CH2:2][CH2:1][OH:13])([CH3:23])([CH3:22])[CH3:21] |^1:13,24|. Reported procedure: To 300 mL of anhydrous THF was added 80 mg (0.0025 mol) of sodium metal and 128 mL of tetraethylene glycol 4a (0.94 mol) with stirring (Seitz and Kunz, J. Org. Chem., 62:813-826 (1997)). After the sodium had completely dissolved, tert-butyl acrylate (24 mL, 0.33 mol) was added. The solution was stirred for 20 hrs at room temperature and neutralized with 8 mL of 1.0 M HCl. The solvent was removed in vacuo and the residue was suspended in brine (250 mL) and extracted with ethyl acetate (3×125 mL).... Starting materials: COC(=O)c1nn2c(c1OCc1ccccc1)C(=O)N(C)CC2, CO, Cl, [Na+], [OH-]. Yields the product CN1CCn2nc(C(=O)O)c(OCc3ccccc3)c2C1=O. RXN SMILES: [CH2:1]([c:2]1[cH:3][cH:4][cH:5][cH:6][cH:7]1)[O:8][c:9]1[c:10]([C:20](=[O:21])[O:22][CH3:23])[n:11][n:12]2[c:13]1[C:14](=[O:19])[N:15]([CH3:18])[CH2:16][CH2:17]2.[CH3:27][OH:28].[ClH:26].[Na+:25].[OH-:24]>>[CH2:1]([c:2]1[cH:3][cH:4][cH:5][cH:6][cH:7]1)[O:8][c:9]1[c:10]([C:20](=[O:21])[OH:22])[n:11][n:12]2[c:13]1[C:14](=[O:19])[N:15]([CH3:18])[CH2:16][CH2:17]2. Starting materials: N12CCCCCC2=NCCC1 (1,8-Diazabicyclo[5.4.0]undec-7-ene), OCC(CCN1C=2N=C(NC(C2N=C1)=O)N)CO (9-(4-hydroxy-3-hydroxymethylbut-1-yl)-guanine), C(CCCCC)(=O)Cl (hexanoyl chloride), Cl[Si](C)(C)C (chlorotrimethylsilane). The solvent is O (water), CO (Methanol), N1=CC=CC=C1 (pyridine). Reaction conditions: time 15 minute. Product: C(CCCCC)(=O)NC=1NC(C=2N=CN(C2N1)CCC(CO)CO)=O (N2-hexanoyl-9-(4-hydroxy-3-hydroxymethylbut-1-yl)guanine). The yield is 14.2%. RXN SMILES: [OH:1][CH2:2][CH:3]([CH2:17][OH:18])[CH2:4][CH2:5][N:6]1[CH:14]=[N:13][C:12]2[C:11](=[O:15])[NH:10][C:9]([NH2:16])=[N:8][C:7]1=2.Cl[Si](C)(C)C.[C:24](Cl)(=[O:30])[CH2:25][CH2:26][CH2:27][CH2:28][CH3:29].N12CCCN=C1CCCCC2>N1C=CC=CC=1.O.CO>[C:24]([NH:16][C:9]1[NH:10][C:11](=[O:15])[C:12]2[N:13]=[CH:14][N:6]([CH2:5][CH2:4][CH:3]([CH2:17][OH:18])[CH2:2][OH:1])[C:7]=2[N:8]=1)(=[O:30])[CH2:25][CH2:26][CH2:27][CH2:28][CH3:29]. Procedure: To a suspension of 9-(4-hydroxy-3-hydroxymethylbut-1-yl)-guanine (0.25 g, 1.0 mmol) in pyridine (5 ml) was added chlorotrimethylsilane (0.32 ml, 2.5 mmol) and the mixture was stirred for 15 minutes. To this mixture was added hexanoyl chloride (0.18 ml, 1.3 mmol) and the mixture was stirred for 20 minutes. Methanol (2 ml) was then added and the mixture was stirred for a further 20 minutes. 1,8-Diazabicyclo[5.4.0]undec-7-ene (0.57 ml, 3.8 mmol) and water (0.5 ml) were added and the solvent was rem...